This data is from the Open Reaction Database (ORD), a public repository of structured organic reaction records. The task is: describe an organic reaction: reactants, conditions, products, and yield Reactants: CC=1C(OC=2CCCC(C2C1C)=O)=O (3,4-dimethyl-5,6,7,8-tetrahydro-cumarin- 5-one), N (ammonia). Product: CC=1C(NC=2CCCC(C2C1C)=O)=O (3,4-Dimethyl-7,8-dihydro-2,5(1H,6H)-quinolinedione). Reaction SMILES: [CH3:1][C:2]1[C:3](=O)[O:4][C:5]2[CH2:6][CH2:7][CH2:8][C:9](=[O:13])[C:10]=2[C:11]=1[CH3:12].[NH3:15]>>[CH3:1][C:2]1[C:3](=[O:4])[NH:15][C:5]2[CH2:6][CH2:7][CH2:8][C:9](=[O:13])[C:10]=2[C:11]=1[CH3:12]. Reported procedure: Prepared from 3,4-dimethyl-5,6,7,8-tetrahydro-cumarin- 5-one (melting point: 109°-111° C., prepared from methyl 2methylacetoacetate and cyclohexan-1,3-dione) and methanolic ammonia for one hour in an autoclave at 150° C. The reactants are [BH4-], CCCCCN, CO, COc1cc(C=O)ccc1Oc1cnc(C(N)=O)cn1, [Na+]. Yields the product CCCCCNCc1ccc(Oc2cnc(C(N)=O)cn2)c(OC)c1. As a reaction SMILES: [BH4-:27].[CH2:21]([CH2:22][CH2:23][CH2:24][CH3:25])[NH2:26].[CH3:29][OH:30].[CH:1](=[O:2])[c:3]1[cH:4][c:5]([O:19][CH3:20])[c:6]([O:7][c:8]2[n:9][cH:10][c:11]([C:14](=[O:15])[NH2:16])[n:12][cH:13]2)[cH:17][cH:18]1.[Na+:28]>>[CH2:1]([c:3]1[cH:4][c:5]([O:19][CH3:20])[c:6]([O:7][c:8]2[n:9][cH:10][c:11]([C:14](=[O:15])[NH2:16])[n:12][cH:13]2)[cH:17][cH:18]1)[NH:26][CH2:21][CH2:22][CH2:23][CH2:24][CH3:25]. Reactants: N (ammonia), [N+](=O)([O-])C1=CC=C(C=C1)O (4-nitrophenol), Cl.N1=C(C=CC=C1)CCl (2-picolyl chloride hydrochloride), ClC=1C2=C(N=CN1)C=NC(=C2)N(C)C (4-chloro-6-(N,N-dimethylamino)pyrido[3,4-d]pyrimidine). Run in C(C)O (ethanol), ClCCl (dichloromethane). Product: N1=C(C=CC=C1)COC1=CC=C(N)C=C1 (4-(2-Pyridylmethoxy)aniline). RXN SMILES: [N+:1]([C:4]1[CH:9]=[CH:8][C:7]([OH:10])=[CH:6][CH:5]=1)([O-])=O.Cl.[N:12]1[CH:17]=[CH:16][CH:15]=[CH:14][C:13]=1[CH2:18]Cl.ClC1C2C=C(N(C)C)N=CC=2N=CN=1.N>C(O)C.ClCCl>[N:12]1[CH:17]=[CH:16][CH:15]=[CH:14][C:13]=1[CH2:18][O:10][C:7]1[CH:8]=[CH:9][C:4]([NH2:1])=[CH:5][CH:6]=1 |f:1.2|. Procedure details: 4-(2-Pyridylmethoxy)aniline was prepared from 4-nitrophenol (Aldrich) and 2-picolyl chloride hydrochloride (Aldrich) according to Procedure D. This was reacted with 4-chloro-6-(N,N-dimethylamino)pyrido[3,4-d]pyrimidine according to Procedure A to give the product; tlc (dichloromethane:ethanol:aq.ammonia, 100:8:1) Rf 0.37; m/z (M+1)+373. The reactants are C#CCC(C)(C)C(=O)OCC, Nc1ccc(Cl)nc1I, [Cu]I, Cl[Pd]Cl, c1ccc(P(c2ccccc2)c2ccccc2)cc1. The product is CCOC(=O)C(C)(C)CC#Cc1nc(Cl)ccc1N. As a reaction SMILES: [CH2:29]([CH3:30])[O:31][C:32]([C:33]([CH2:34][C:35]#[CH:36])([CH3:37])[CH3:38])=[O:39].[Cl:20][c:21]1[cH:22][cH:23][c:24]([NH2:28])[c:25]([I:27])[n:26]1.[Cu:43][I:44].[Pd:40]([Cl:41])[Cl:42].[c:1]1([P:2]([c:3]2[cH:4][cH:5][cH:6][cH:7][cH:8]2)[c:9]2[cH:10][cH:11][cH:12][cH:13][cH:14]2)[cH:15][cH:16][cH:17][cH:18][cH:19]1>>[Cl:20][c:21]1[cH:22][cH:23][c:24]([NH2:28])[c:25]([C:36]#[C:35][CH2:34][C:33]([C:32]([O:31][CH2:29][CH3:30])=[O:39])([CH3:37])[CH3:38])[n:26]1. Starting materials: ClC(=O)OCCCCCCCCCCCC (dodecyl chloroformate), FC(OC1=CC=C(C=C1)NN)(F)F (4-trifluoromethoxyphenylhydrazine), CN1CCCC1=O (NMP). The solvent is N1=CC=CC=C1 (pyridine). Conditions: time 2 hour. Yields the product C(CCCCCCCCCCC)OC1=NN(C(O1)=O)C1=CC=C(C=C1)OC(F)(F)F (5-Dodecyloxy-3-(4-trifluoromethoxy-phenyl)-3H-(1,3,4)-oxadiazol-2-one). RXN SMILES: Cl[C:2]([O:4][CH2:5][CH2:6][CH2:7][CH2:8][CH2:9][CH2:10][CH2:11][CH2:12][CH2:13][CH2:14][CH2:15][CH3:16])=[O:3].[F:17][C:18]([F:29])([F:28])[O:19][C:20]1[CH:25]=[CH:24][C:23]([NH:26][NH2:27])=[CH:22][CH:21]=1.CN1[C:35](=[O:36])CCC1>N1C=CC=CC=1>[CH2:5]([O:4][C:2]1[O:3][C:35](=[O:36])[N:26]([C:23]2[CH:22]=[CH:21][C:20]([O:19][C:18]([F:28])([F:29])[F:17])=[CH:25][CH:24]=2)[N:27]=1)[CH2:6][CH2:7][CH2:8][CH2:9][CH2:10][CH2:11][CH2:12][CH2:13][CH2:14][CH2:15][CH3:16]. Reported procedure: 0.43 mL of dodecyl chloroformate was cautiously added dropwise to a mixture consisting of 0.84 g of 4-trifluoromethoxyphenylhydrazine, 15 mL of NMP and 2 mL of pyridine while cooling in ice, and the mixture was then stirred for 2 hours while slowly warming to room temperature. After dilution with 50 mL of water, extraction by shaking was carried out with 30 mL of methylene chloride, the organic phase was dried with sodium sulfate and, while stirring and cooling in ice, 5 mL of pyridine and 3 mL ...